This data is from the Open Reaction Database (ORD), a public repository of structured organic reaction records. The task is: describe an organic reaction: reactants, conditions, products, and yield Reactants: CO, Cl, [Na+], CCOC(=O)c1cn(-c2ccc3c(c2)OCCO3)c(-c2ccc(F)cc2)n1, C1CCOC1, [OH-], O. Yields the product O=C(O)c1cn(-c2ccc3c(c2)OCCO3)c(-c2ccc(F)cc2)n1. RXN SMILES: [CH3:37][OH:38].[ClH:31].[Na+:30].[O:1]1[CH2:2][CH2:3][O:4][c:5]2[c:6]1[cH:7][cH:8][c:9](-[n:11]1[c:12](-[c:21]3[cH:22][cH:23][c:24]([F:27])[cH:25][cH:26]3)[n:13][c:14]([C:16](=[O:17])[O:18][CH2:19][CH3:20])[cH:15]1)[cH:10]2.[O:32]1[CH2:33][CH2:34][CH2:35][CH2:36]1.[OH-:29].[OH2:28]>>[O:1]1[CH2:2][CH2:3][O:4][c:5]2[c:6]1[cH:7][cH:8][c:9](-[n:11]1[c:12](-[c:21]3[cH:22][cH:23][c:24]([F:27])[cH:25][cH:26]3)[n:13][c:14]([C:16](=[O:17])[OH:18])[cH:15]1)[cH:10]2. The reactants are ClCC1=NC(=NS1)C (5-chloromethyl-3-methyl-[1,2,4]thiadiazole), ClC=1C=C(C=CC1C(C(C(F)(F)F)(C1=NC=C(N=C1)C)O)C)O (3-Chloro-4-[3,3,3-trifluoro-2-hydroxy-1-methyl-2-(5-methyl-pyrazin-2-yl)-propyl]-phenol). Yields the product ClC1=C(C=CC(=C1)OCC1=NC(=NS1)C)C(C(C(F)(F)F)(O)C1=NC=C(N=C1)C)C (3-[2-Chloro-4-(3-methyl-[1,2,4]thiadiazol-5-ylmethoxy)-phenyl]-1,1,1-trifluoro-2-(5-methyl-pyrazin-2-yl)-butan-2-ol). Reaction SMILES: Cl[CH2:2][C:3]1[S:7][N:6]=[C:5]([CH3:8])[N:4]=1.[Cl:9][C:10]1[CH:11]=[C:12]([OH:31])[CH:13]=[CH:14][C:15]=1[CH:16]([CH3:30])[C:17]([OH:29])([C:22]1[CH:27]=[N:26][C:25]([CH3:28])=[CH:24][N:23]=1)[C:18]([F:21])([F:20])[F:19]>>[Cl:9][C:10]1[CH:11]=[C:12]([O:31][CH2:2][C:3]2[S:7][N:6]=[C:5]([CH3:8])[N:4]=2)[CH:13]=[CH:14][C:15]=1[CH:16]([CH3:30])[C:17]([C:22]1[CH:27]=[N:26][C:25]([CH3:28])=[CH:24][N:23]=1)([OH:29])[C:18]([F:19])([F:21])[F:20]. Procedure: The title compound was prepared in analogy to Example 74 from 5-chloromethyl-3-methyl-[1,2,4]thiadiazole [163009-79-8] and 3-chloro-4-[3,3,3-trifluoro-2-hydroxy-1-methyl-2-(5-methyl-pyrazin-2-yl)-propyl]-phenol (Example 72). MS (m/e)=459.5 (MH+). Reactants: C=O (formaldehyde), CC=1N=CNC1 (4-methylimidazole), C(CSS(=O)(=O)O)N (2-aminoethanethiol sulfuric acid). The product is CC=1N=CNC1CSCCN (4-methyl-5-[(2-aminoethyl)-thiomethyl]-imidazole). Reaction SMILES: [CH2:1]=O.[CH3:3][C:4]1[N:5]=[CH:6][NH:7][CH:8]=1.[CH2:9]([NH2:16])[CH2:10][S:11]S(O)(=O)=O>>[CH3:3][C:4]1[N:5]=[CH:6][NH:7][C:8]=1[CH2:1][S:11][CH2:10][CH2:9][NH2:16]. Procedure: Such continuous method is carried out as follows: In an apparatus illustrated in FIG. 1, formaldehyde or oligomer thereof, 4-methylimidazole, and 2-aminoethanethiol sulfuric acid are respectively supplied through conduits 1,2, and 3 into a mixing tank 4 and they are thoroughly mixed. The mixture is supplied from the mixing tank 4 into a reactor 6 via a conduit 5. The reaction solution is continuously withdrawn from the reactor 6 via a conduit 7 and then allowed to cool. The cooled liquid is sent... The reactants are C(C)(C)=C1C(OC(OC1=O)(C)C)=O (5-isopropylidene-2,2-dimethyl-1,3-dioxane-4,6-dione), C(C)(C)[Mg]Cl (isopropylmagnesium chloride), BrC1=CC(=C(C=C1)I)F (4-bromo-2-fluoro-1-iodobenzene). Solvent: C1(=CC=CC=C1)C (toluene), C1CCOC1 (THF), C1CCOC1 (THF). Conditions: temperature -20 celsius, time 30 minute. Product: BrC1=CC(=C(C=C1)C(C)(C)C1C(OC(OC1=O)(C)C)=O)F (5-(2-(4-bromo-2-fluorophenyl)propan-2-yl)-2,2-dimethyl-1,3-dioxane-4,6-dione). RXN SMILES: C([Mg]Cl)(C)C.[Br:6][C:7]1[CH:12]=[CH:11][C:10](I)=[C:9]([F:14])[CH:8]=1.[C:15](=[C:18]1[C:23](=[O:24])[O:22][C:21]([CH3:26])([CH3:25])[O:20][C:19]1=[O:27])([CH3:17])[CH3:16]>C1COCC1.C1(C)C=CC=CC=1>[Br:6][C:7]1[CH:12]=[CH:11][C:10]([C:15]([CH:18]2[C:19](=[O:27])[O:20][C:21]([CH3:25])([CH3:26])[O:22][C:23]2=[O:24])([CH3:17])[CH3:16])=[C:9]([F:14])[CH:8]=1. Procedure details: A solution (183 mL, 182.79 mmol) of 1M isopropylmagnesium chloride in THF was added dropwise to a solution of 4-bromo-2-fluoro-1-iodobenzene (50.0 g, 166.17 mmol) in anhydrous THF (96 mL) over 20 min at −20° C. under argon atmosphere. The reaction mixture was stirred at −20° C. for 30 min, and added dropwise to a solution of 5-isopropylidene-2,2-dimethyl-1,3-dioxane-4,6-dione in anhydrous toluene (84 mL) over 20 min at −20° C., and then the used container was washed with THF (24 mL). The reactio... Reactants: C(C)OC(=O)C1=CC(=NN1)C1=C(O[C@H](CCC(=O)O)C2=C(C=CC=C2)C)C=C(C=C1)OCC=1C=NC=CC1 ((R)-4-[2-(5-ethoxycarbonylpyrazol-3-yl)-5-(3-pyridylmethoxy)phenoxy]-4-(2-methylphenyl)butanoic acid), [OH-].[K+] (potassium hydroxide). Solvent: CO (methanol). Yields the product O.C(=O)(O)C1=CC(=NN1)C1=C(O[C@H](CCC(=O)O)C2=C(C=CC=C2)C)C=C(C=C1)OCC=1C=NC=CC1 ((R)-4-[2-(5-carboxypyrazol-3yl)-5-(3-pyridylmethoxy)phenoxy]-4-(2-methylphenyl) butanoic acid hydrate). Isolated yield 54.4%. Reaction SMILES: C([O:3][C:4]([C:6]1[NH:10][N:9]=[C:8]([C:11]2[CH:30]=[CH:29][C:28]([O:31][CH2:32][C:33]3[CH:34]=[N:35][CH:36]=[CH:37][CH:38]=3)=[CH:27][C:12]=2[O:13][C@@H:14]([C:20]2[CH:25]=[CH:24][CH:23]=[CH:22][C:21]=2[CH3:26])[CH2:15][CH2:16][C:17]([OH:19])=[O:18])[CH:7]=1)=[O:5])C.[OH-].[K+]>CO>[OH2:3].[C:4]([C:6]1[NH:10][N:9]=[C:8]([C:11]2[CH:30]=[CH:29][C:28]([O:31][CH2:32][C:33]3[CH:34]=[N:35][CH:36]=[CH:37][CH:38]=3)=[CH:27][C:12]=2[O:13][C@@H:14]([C:20]2[CH:25]=[CH:24][CH:23]=[CH:22][C:21]=2[CH3:26])[CH2:15][CH2:16][C:17]([OH:19])=[O:18])[CH:7]=1)([OH:5])=[O:3] |f:1.2,4.5|. Procedure details: A solution of (R)-4-[2-(5-ethoxycarbonylpyrazol-3-yl)-5-(3-pyridylmethoxy)phenoxy]-4-(2-methylphenyl)butanoic acid (150 mg) in methanol (50 mL) containing 10% w/v potassium hydroxide (5 mL) is stirred at reflux for 1 hour. The reaction mixture is partitioned between 1 N acetic acid (50 mL) and ethyl acetate (50 mL). Some precipitation occurred in the organic phase which is washed with water (50 mL) and concentrated under reduced pressure. Trituration with hot ethyl acetate followed by cooling af... Reactants: [Al+3], C1CCOC1, CCCC(C)C(C)C(=O)N1C(=O)OCC1c1ccccc1, [H-], [H-], [H-], [H-], [Li+], O. The product is CCCC(C)C(C)CO. RXN SMILES: [Al+3:2].[CH2:29]1[O:30][CH2:31][CH2:32][CH2:33]1.[CH3:7][CH:8]([C:9](=[O:10])[N:11]1[CH:12]([c:13]2[cH:14][cH:15][cH:16][cH:17][cH:18]2)[CH2:19][O:20][C:21]1=[O:22])[CH:23]([CH2:24][CH2:25][CH3:26])[CH3:27].[H-:1].[H-:4].[H-:5].[H-:6].[Li+:3].[OH2:28]>>[CH3:7][CH:8]([CH2:9][OH:10])[CH:23]([CH2:24][CH2:25][CH3:26])[CH3:27].